From a dataset of the Open Reaction Database (ORD), a public repository of structured organic reaction records. describe an organic reaction: reactants, conditions, products, and yield Reactants: C(C)C1(OC=2C(C1)=C(C=CC2OC)C(=O)O)CC (2,2-diethyl-2,3-dihydro-7-methoxybenzofuran-4-carboxylic acid), S(=O)(Cl)Cl (thionyl chloride). Run in C1(=CC=CC=C1)C (toluene). The product is C(C)C1(OC=2C(C1)=C(C=CC2OC)C(=O)Cl)CC (2,2-Diethyl-2,3-dihydro-7-methoxybenzofuran-4-carbonyl chloride). As a reaction SMILES: [CH2:1]([C:3]1([CH2:17][CH3:18])[CH2:7][C:6]2=[C:8]([C:14](O)=[O:15])[CH:9]=[CH:10][C:11]([O:12][CH3:13])=[C:5]2[O:4]1)[CH3:2].S(Cl)([Cl:21])=O>C1(C)C=CC=CC=1>[CH2:1]([C:3]1([CH2:17][CH3:18])[CH2:7][C:6]2=[C:8]([C:14]([Cl:21])=[O:15])[CH:9]=[CH:10][C:11]([O:12][CH3:13])=[C:5]2[O:4]1)[CH3:2]. Reported procedure: Analogously to Example A1, 1.2 g of 2,2-diethyl-2,3-dihydro-7-methoxybenzofuran-4-carboxylic acid are reacted in a mixture of 10 ml of toluene and 2 ml of thionyl chloride. Reactants: Cl (HCl), FC1=CC=C(C=C1)C(CN(C(OC(C)(C)C)=O)C(C)C)C(=O)N1CCN(CC1)C=1C2=C(N=CN1)CS[C@H]2C (tert-butyl 2-(4-fluorophenyl)-3-(4-((S)-5-methyl-5,7-dihydrothieno[3,4-d]pyrimidin-4-yl)piperazin-1-yl)-3-oxopropyl(isopropyl)carbamate). Solvent: CCOCC (Et2O), C(Cl)Cl (DCM). Conditions: time 4 hour. Product: Cl.Cl.FC1=CC=C(C=C1)C(C(=O)N1CCN(CC1)C=1C2=C(N=CN1)CS[C@H]2C)CNC(C)C (2-(4-fluorophenyl)-3-(isopropylamino)-1-(4-((S)-5-methyl-5,7-dihydrothieno[3,4-d]pyrimidin-4-yl)piperazin-1-yl)propan-1-one dihydrochloride). The yield is 63.0%. As a reaction SMILES: [ClH:1].[F:2][C:3]1[CH:8]=[CH:7][C:6]([CH:9]([C:22]([N:24]2[CH2:29][CH2:28][N:27]([C:30]3[C:31]4[C@H:38]([CH3:39])[S:37][CH2:36][C:32]=4[N:33]=[CH:34][N:35]=3)[CH2:26][CH2:25]2)=[O:23])[CH2:10][N:11]([CH:19]([CH3:21])[CH3:20])C(=O)OC(C)(C)C)=[CH:5][CH:4]=1>CCOCC.C(Cl)Cl>[ClH:1].[ClH:1].[F:2][C:3]1[CH:8]=[CH:7][C:6]([CH:9]([CH2:10][NH:11][CH:19]([CH3:21])[CH3:20])[C:22]([N:24]2[CH2:29][CH2:28][N:27]([C:30]3[C:31]4[C@H:38]([CH3:39])[S:37][CH2:36][C:32]=4[N:33]=[CH:34][N:35]=3)[CH2:26][CH2:25]2)=[O:23])=[CH:5][CH:4]=1 |f:4.5.6|. Procedure details: HCl (4N in dioxane) was added to a solution of tert-butyl 2-(4-fluorophenyl)-3-(4-((S)-5-methyl-5,7-dihydrothieno[3,4-d]pyrimidin-4-yl)piperazin-1-yl)-3-oxopropyl(isopropyl)carbamate (50 mg, 0.092 mmol) in Et2O (4 mL) and DCM (0.5 mL) at room temperature. The reaction mixture was stirred at room temperature for 4 hours. The reaction mixture was concentrated in vacuo. The residue was taken up into DCM (1 mL), and precipitated with Et2O (15 mL), and the solids were filtered under nitrogen to give ... Starting materials: B(OC)(OC)OC (trimethyl borate), BrC=1C=C(C=CC1)CN ((3-bromophenyl)methylamine), C[Li] (methyllithium), C(C)(C)(C)[Li] (tert-butyllithium), Cl (hydrochloric acid). Run in O1CCCC1 (tetrahydrofuran). Conditions: temperature -70 celsius, time 1 hour. The product is CNC=1C=C(C=CC1)B(O)O (N-methyl-3-aminophenylboronic acid). The yield is 37.1%. RXN SMILES: BrC1[CH:3]=[C:4]([CH2:8][NH2:9])C=CC=1.[CH3:10][Li].[C:12]([Li])([CH3:15])([CH3:14])C.[B:17](OC)([O:20]C)[O:18]C.Cl>O1CCCC1>[CH3:10][NH:9][C:8]1[CH:4]=[C:3]([B:17]([OH:20])[OH:18])[CH:15]=[CH:12][CH:14]=1. Procedure details: 37.6 g (202 mmol, 1 eq) of (3-bromophenyl)methylamine (obtained as in 1c) are dissolved in 300 ml of tetrahydrofuran. The reaction mixture is cooled to −70° C., and 166 mL (242 mmol, 1.2 eq) of 1.5 M methyllithium are then added slowly while maintaining the temperature at −70° C. The reaction mixture is stirred for 1 hour at −70° C. 306 mL (444 mmol, 2.2 eq) of 1.46 M tert-butyllithium are added while maintaining the temperature at −70° C. The reaction mixture is stirred for 45 minutes at −70° C... Starting materials: BrC=1C=C2C(C(NC2=CC1)=O)=O (5-bromoisatin), C(CCO)O (1,3 propanediol), O.C1(=CC=C(C=C1)S(=O)(=O)O)C (p-toluenesulfonic acid monohydrate). Solvent: C1=CC=CC=C1 (benzene). The product is BrC=1C=C2C3(C(NC2=CC1)=O)OCCCO3 (5′-Bromospiro[1,3-dioxane-2,3′-indol]-2′(1′H)-one). Yield: 45.6%. Reaction SMILES: [Br:1][C:2]1[CH:3]=[C:4]2[C:8](=[CH:9][CH:10]=1)[NH:7][C:6](=[O:11])[C:5]2=[O:12].[CH2:13](O)[CH2:14][CH2:15][OH:16].O.C1(C)C=CC(S(O)(=O)=O)=CC=1>C1C=CC=CC=1>[Br:1][C:2]1[CH:3]=[C:4]2[C:8](=[CH:9][CH:10]=1)[NH:7][C:6](=[O:11])[C:5]12[O:16][CH2:15][CH2:14][CH2:13][O:12]1 |f:2.3|. Reported procedure: A mixture of 5-bromoisatin (5.00 g, 22.1 mmol), 1,3 propanediol (4.86 mL, 66.4 mmol, 3 eq) and p-toluenesulfonic acid monohydrate (0.84 g, 4.42 mmol, 0.2 mole %) in benzene (430 mL) was refluxed with a Dean Stark Trap for 5 hr. The mixture was concentrated and washed with sat. aq. NaHCO3 (2×) and brine (1×) and flash chromatographed (Biotage KP silica gel, step gradient 70/30-60/40 Petroleum ether/EtOAc) to give the title compound as a bright yellow solid (2.86 g, 46% ). Anal. Calc'd for C11H10B...